From a dataset of the Open Reaction Database (ORD), a public repository of structured organic reaction records. describe an organic reaction: reactants, conditions, products, and yield Reactants: BrC1c2ccccc2-c2ccccc21, CC#N, CCN(C(C)C)C(C)C, Cl, Cl, O=C(N1CCNCC1)n1nnc2ncccc21. Yields the product O=C(N1CCN(C2c3ccccc3-c3ccccc32)CC1)n1nnc2ncccc21. Reaction SMILES: [Br:29][CH:30]1[c:31]2[cH:32][cH:33][cH:34][cH:35][c:36]2-[c:37]2[cH:38][cH:39][cH:40][cH:41][c:42]21.[CH3:43][C:44]#[N:45].[CH:1]([N:2]([CH:3]([CH3:4])[CH3:5])[CH2:6][CH3:7])([CH3:8])[CH3:9].[ClH:10].[ClH:11].[N:12]1([C:18](=[O:19])[n:20]2[n:21][n:22][c:23]3[n:24][cH:25][cH:26][cH:27][c:28]23)[CH2:13][CH2:14][NH:15][CH2:16][CH2:17]1>>[N:12]1([C:18](=[O:19])[n:20]2[n:21][n:22][c:23]3[n:24][cH:25][cH:26][cH:27][c:28]23)[CH2:13][CH2:14][N:15]([CH:30]2[c:31]3[cH:32][cH:33][cH:34][cH:35][c:36]3-[c:37]3[cH:38][cH:39][cH:40][cH:41][c:42]32)[CH2:16][CH2:17]1. Reactants: COC1=C(CN(S(=O)(=O)C2=CC3=C(N(C(O3)=O)CC=3C=CC=C4C(CN(CC34)C(=O)OC(C)(C)C)F)C=C2F)C2=NC=NS2)C=CC(=C1)OC (tert-Butyl 8-((6-(N-(2,4-dimethoxybenzyl)-N-(1,2,4-thiadiazol-5-yl)sulfamoyl)-5-fluoro-2-oxobenzo[d]oxazol-3(2H)-yl)methyl)-4-fluoro-3,4-dihydroisoquinoline-2(1H)-carboxylate), C(Cl)Cl (DCM), C(=O)(C(F)(F)F)O (TFA). Product: Cl.FC=1C(=CC2=C(N(C(O2)=O)CC=2C=CC=C3C(CNCC23)F)C1)S(=O)(=O)NC1=NC=NS1 (5-Fluoro-3-((4-fluoro-1,2,3,4-tetrahydroisoquinolin-8-yl)methyl)-2-oxo-N-(1,2,4-thiadiazol-5-yl)-2,3-dihydrobenzo[d]oxazole-6-sulfonamide hydrochloride). RXN SMILES: COC1C=C(OC)C=CC=1C[N:6]([C:40]1[S:44][N:43]=[CH:42][N:41]=1)[S:7]([C:10]1[C:38]([F:39])=[CH:37][C:13]2[N:14]([CH2:18][C:19]3[CH:20]=[CH:21][CH:22]=[C:23]4[C:28]=3[CH2:27][N:26](C(OC(C)(C)C)=O)[CH2:25][CH:24]4[F:36])[C:15](=[O:17])[O:16][C:12]=2[CH:11]=1)(=[O:9])=[O:8].C(O)(C(F)(F)F)=O.C(Cl)[Cl:59]>>[ClH:59].[F:39][C:38]1[C:10]([S:7]([NH:6][C:40]2[S:44][N:43]=[CH:42][N:41]=2)(=[O:9])=[O:8])=[CH:11][C:12]2[O:16][C:15](=[O:17])[N:14]([CH2:18][C:19]3[CH:20]=[CH:21][CH:22]=[C:23]4[C:28]=3[CH2:27][NH:26][CH2:25][CH:24]4[F:36])[C:13]=2[CH:37]=1 |f:3.4|. Procedure details: To a flask containing tert-butyl 8-((6-(N-(2,4-dimethoxybenzyl)-N-(1,2,4-thiadiazol-5-yl)sulfamoyl)-5-fluoro-2-oxobenzo[d]oxazol-3(2H)-yl)methyl)-4-fluoro-3,4-dihydroisoquinoline-2(1H)-carboxylate (24-8) (48 mg, 0.066 mmol) in DCM (3 ml) was added TFA (0.5 ml, 6.49 mmol). The reaction mixture was then stirred at room temperature. Followed by LC/MS . . . after ˜20 minutes the reaction mixture was diluted/quenched with DMSO, then MeOH, then filtered (syringe filter) then concentrated (to remove DC...